This data is from the Open Reaction Database (ORD), a public repository of structured organic reaction records. The task is: describe an organic reaction: reactants, conditions, products, and yield Starting materials: C(C)(C)C=1N=CNC1C(=O)O (4-isopropylimidazole-5-carboxylic acid), [O-2].[Ca+2] (calcium oxide), C=O (formaldehyde). Product: C(C)(C)C=1N=CNC1CO (4-isopropyl-5-hydroxymethylimidazole). As a reaction SMILES: [CH:1]([C:4]1[N:5]=[CH:6][NH:7][C:8]=1[C:9](O)=[O:10])([CH3:3])[CH3:2].[O-2].[Ca+2].C=O>>[CH:1]([C:4]1[N:5]=[CH:6][NH:7][C:8]=1[CH2:9][OH:10])([CH3:3])[CH3:2] |f:1.2|. Procedure: A mixture of 4-isopropylimidazole-5-carboxylic acid (1.54 g, 0.01 mol), calcium oxide (0.56 g, 0.01 mol) and ~37% aqueous formaldehyde solution (4 ml) is heated at 70°-80° C. for 3 hours, with stirring. After completion of the reaction, the solvent is stripped off, and the residue is extracted with acetone. The acetone extract is concentrated, and the resultant residue is recrystallized from ethyl acetate and filtered to give 4-isopropyl-5-hydroxymethylimidazole as a solid, m.p. 125°-127° C. Starting materials: [NH4+].[OH-].O (NH4OH water), ClC1=NC2=CC=CC=C2C(=N1)Cl (2,4-dichloroquinazoline), S1C(=CC=C1)CCN (2-(2-thienyl)ethylamine). The solvent is mixture. Run at time 1 hour. The product is S1C(=CC=C1)CCNC1=NC2=CC=CC=C2C(=N1)NCCC=1SC=CC1 (N,N'-bis[2-(2-thienyl)ethyl]-2,4-quinazolinediamine). The yield is 50.0%. As a reaction SMILES: Cl[C:2]1[N:11]=[C:10](Cl)[C:9]2[C:4](=[CH:5][CH:6]=[CH:7][CH:8]=2)[N:3]=1.[S:13]1[CH:17]=[CH:16][CH:15]=[C:14]1[CH2:18][CH2:19][NH2:20].[NH4+:21].[OH-].O>>[S:13]1[CH:17]=[CH:16][CH:15]=[C:14]1[CH2:18][CH2:19][NH:20][C:2]1[N:11]=[C:10]([NH:21][CH2:19][CH2:18][C:14]2[S:13][CH:17]=[CH:16][CH:15]=2)[C:9]2[C:4](=[CH:5][CH:6]=[CH:7][CH:8]=2)[N:3]=1 |f:2.3.4|. Procedure details: A mixture of 1.4 g of 2,4-dichloroquinazoline and 3.5 g of 2-(2-thienyl)ethylamine was stirred under nitrogen at 160°-165° C. for one hour, then cooled. To the mixture 200 ml of a 50/50 mixture of NH4OH/water was added. The product was extracted into CH2Cl2, and this solution was concentrated to dryness. The residue was purified by HPLC (silica gel, 80% pentane/20% EtOAc) to provide 1.3 g of the title product Yield: 50.0% M.P. oil. Yield: 0.1%. Procedure details: A mixture of bisphosphate ester (Example 19, 1.0 g, 3.1 mol) and concentrated HCl (10 ml) is heated to reflux temperature. A clear solution is obtained. The solution is heated at reflux temperature for 3.5 hours during which time a white precipitate formes. The mixture is cooled and then concentrated under reduced pressure to yield a white solid. The solid is recrystallized from water to give 520 mg of a white solid, mp >300° C. Reactants: COP(OC)(=O)CC1=CC=C(C=C1)CP(OC)(OC)=O ([1,4-phenylenebis(methylene)]bisphosphonic acid tetramethyl ester). The solvent is Cl (HCl). As a reaction SMILES: C[O:2][P:3]([CH2:7][C:8]1[CH:13]=[CH:12][C:11]([CH2:14][P:15](=[O:20])([O:18]C)[O:16]C)=[CH:10][CH:9]=1)(=[O:6])[O:4]C>Cl>[C:11]1([CH2:14][P:15](=[O:16])([OH:18])[OH:20])[CH:10]=[CH:9][C:8]([CH2:7][P:3](=[O:2])([OH:4])[OH:6])=[CH:13][CH:12]=1. Product: C1(=CC=C(C=C1)CP(O)(O)=O)CP(O)(O)=O ([1,4-phenylenebis(methylene)]bisphosphonic acid). The reactants are [OH-].[Na+] (NaOH), C1(=CC=CC=C1)N1CC(N(CC1)CC1=CC=CC=C1)C(=O)N (4-phenyl-1-(phenylmethyl)-2-piperazinecarboxamide), [H-].[Al+3].[Li+].[H-].[H-].[H-] (lithium aluminum hydride), O (water), O (H2O). Solvent: C(Cl)Cl.CO (CH2Cl2 MeOH), O1CCCC1 (tetrahydrofuran). The product is C1(=CC=CC=C1)N1CC(N(CC1)CC1=CC=CC=C1)CN (4-Phenyl-1-(phenylmethyl)-2-piperazinemethanamine). As a reaction SMILES: [C:1]1([N:7]2[CH2:12][CH2:11][N:10]([CH2:13][C:14]3[CH:19]=[CH:18][CH:17]=[CH:16][CH:15]=3)[CH:9]([C:20]([NH2:22])=O)[CH2:8]2)[CH:6]=[CH:5][CH:4]=[CH:3][CH:2]=1.[H-].[Al+3].[Li+].[H-].[H-].[H-].O.[OH-].[Na+]>O1CCCC1.C(Cl)Cl.CO>[C:1]1([N:7]2[CH2:12][CH2:11][N:10]([CH2:13][C:14]3[CH:19]=[CH:18][CH:17]=[CH:16][CH:15]=3)[CH:9]([CH2:20][NH2:22])[CH2:8]2)[CH:6]=[CH:5][CH:4]=[CH:3][CH:2]=1 |f:1.2.3.4.5.6,8.9,11.12|. Reported procedure: To 4-phenyl-1-(phenylmethyl)-2-piperazinecarboxamide (28.5 g, 96 mmol) dissolved in tetrahydrofuran (220 mL) add lithium aluminum hydride (9.0 g,0.24 mol) portionwise. Stir and heat the reaction to reflux. Monitor the progress of the reaction by thin-layer chromatography. Upon completion, slowly add water (9 mL), 2N NaOH (9 ml), and H2O (27 mL). Suction filter the slurry through celite and wash the pad with ethyl acetate (500 mL). Remove the solvent in vacuo to give a brown oil. Flash chromatogr... Reactants: ClC1=NC=CC(=N1)C1=CC=CC=C1 (2-chloro-4-phenylpyrimidine), NC1=CC=C(C=C1)CC(=O)O (2-(4-aminophenyl)acetic acid), C(C)(C)N(CC)C(C)C (diisopropylethylamine), C1CCOC1 (THF). Run in O (water), CCOCC (ether). Reaction conditions: temperature 160 celsius. Yields the product C1(=CC=CC=C1)C1=NC(=NC=C1)NC1=CC=C(C=C1)CC(=O)O (2-(4-(4-phenylpyrimidin-2-ylamino)phenyl)acetic acid). The yield is 77.0%. RXN SMILES: Cl[C:2]1[N:7]=[C:6]([C:8]2[CH:13]=[CH:12][CH:11]=[CH:10][CH:9]=2)[CH:5]=[CH:4][N:3]=1.[NH2:14][C:15]1[CH:20]=[CH:19][C:18]([CH2:21][C:22]([OH:24])=[O:23])=[CH:17][CH:16]=1.C(N(C(C)C)CC)(C)C.C1COCC1>CCOCC.O>[C:8]1([C:6]2[CH:5]=[CH:4][N:3]=[C:2]([NH:14][C:15]3[CH:16]=[CH:17][C:18]([CH2:21][C:22]([OH:24])=[O:23])=[CH:19][CH:20]=3)[N:7]=2)[CH:13]=[CH:12][CH:11]=[CH:10][CH:9]=1. Reported procedure: A mixture of 2-chloro-4-phenylpyrimidine (0.19 g, 1.0 mmol), 2-(4-aminophenyl)acetic acid (0.38 g, 2.5 mmol), diisopropylethylamine (0.38 mL, 2.0 mmol), THF (3.0 mL) and water (1.0 mL) was placed in a seal tube and heated up to 160° C. in a microwave (Biotage, Model: Initiator) for 10 h. The reaction mixture was diluted with ether and washed with brine. The organic layer was separated, dried (MgSO4), and concentrated to afford 2-(4-(4-phenylpyrimidin-2-ylamino)phenyl)acetic acid in 77% yield. MS... Reactants: CC(=O)N(Cc1cc(C(F)(F)F)cc(C(F)(F)F)c1)C1CCCN(C(=O)Cl)c2cc(Cl)ccc21, CC(C)N, ClCCl. Product: CC(=O)N(Cc1cc(C(F)(F)F)cc(C(F)(F)F)c1)C1CCCN(C(=O)NC(C)C)c2cc(Cl)ccc21. Reaction SMILES: [C:5]([CH3:6])(=[O:7])[N:8]([CH:9]1[c:10]2[c:11]([cH:19][c:20]([Cl:23])[cH:21][cH:22]2)[N:12]([C:16](=[O:17])[Cl:18])[CH2:13][CH2:14][CH2:15]1)[CH2:24][c:25]1[cH:26][c:27]([C:35]([F:36])([F:37])[F:38])[cH:28][c:29]([C:31]([F:32])([F:33])[F:34])[cH:30]1.[CH:1]([CH3:2])([CH3:3])[NH2:4].[Cl:39][CH2:40][Cl:41]>>[CH:1]([CH3:2])([CH3:3])[NH:4][C:16]([N:12]1[c:11]2[c:10]([cH:22][cH:21][c:20]([Cl:23])[cH:19]2)[CH:9]([N:8]([C:5]([CH3:6])=[O:7])[CH2:24][c:25]2[cH:26][c:27]([C:35]([F:36])([F:37])[F:38])[cH:28][c:29]([C:31]([F:32])([F:33])[F:34])[cH:30]2)[CH2:15][CH2:14][CH2:13]1)=[O:17]. Reactants: I(=O)(=O)(=O)[O-].[Na+] (sodium metaperiodate), C(CCC)SCCCCCCCCCCC[C@H]1[C@H]2[C@@H]3CC[C@@H]([C@@]3(C)CC[C@@H]2C=2C=CC(=CC2C1)O)O (7α-(11-n-butylthioundecyl)oestra-1,3,5(10)-triene-3,17β-diol). The solvent is O (water), CO (methanol). Run at time 18 hour. Product: C(CCC)S(=O)CCCCCCCCCCC[C@H]1[C@H]2[C@@H]3CC[C@@H]([C@@]3(C)CC[C@@H]2C=2C=CC(=CC2C1)O)O (7α-(11-n-butylsulphinylundecyl)oestra-1,3,5(10)-triene-3,17β-diol). As a reaction SMILES: I([O-])(=O)(=O)=[O:2].[Na+].[CH2:7]([S:11][CH2:12][CH2:13][CH2:14][CH2:15][CH2:16][CH2:17][CH2:18][CH2:19][CH2:20][CH2:21][CH2:22][C@@H:23]1[CH2:40][C:39]2[CH:38]=[C:37]([OH:41])[CH:36]=[CH:35][C:34]=2[C@@H:33]2[C@@H:24]1[C@H:25]1[C@@:29]([CH2:31][CH2:32]2)([CH3:30])[C@@H:28]([OH:42])[CH2:27][CH2:26]1)[CH2:8][CH2:9][CH3:10]>O.CO>[CH2:7]([S:11]([CH2:12][CH2:13][CH2:14][CH2:15][CH2:16][CH2:17][CH2:18][CH2:19][CH2:20][CH2:21][CH2:22][C@@H:23]1[CH2:40][C:39]2[CH:38]=[C:37]([OH:41])[CH:36]=[CH:35][C:34]=2[C@@H:33]2[C@@H:24]1[C@H:25]1[C@@:29]([CH2:31][CH2:32]2)([CH3:30])[C@@H:28]([OH:42])[CH2:27][CH2:26]1)=[O:2])[CH2:8][CH2:9][CH3:10] |f:0.1|. Procedure: A solution of sodium metaperiodate (0.016 g.) in water (0.5 ml.) was added to a solution of 7α-11-n-butylthioundecyl)oestra-1,3,5(10)-triene-3,17β-diol (Example 32; 0.035 g.) in methanol (1 ml.) and the mixture was stirred at laboratory temperature for 18 hours, evaporated to dryness and evaporated from toluene to remove the last traces of water. The residue was extracted three times with acetone and the combined extracts were evaporated to dryness. There was thus obtained as an oil 7α-(11-n-but... Starting materials: Cc1ccc(N)cc1-c1ccc(C(=O)NCC2CC2)cc1, O=C(O)C1CCOCC1. Yields the product Cc1ccc(NC(=O)C2CCOCC2)cc1-c1ccc(C(=O)NCC2CC2)cc1. As a reaction SMILES: [NH2:1][c:2]1[cH:3][cH:4][c:5]([CH3:21])[c:6](-[c:8]2[cH:9][cH:10][c:11]([C:14](=[O:15])[NH:16][CH2:17][CH:18]3[CH2:19][CH2:20]3)[cH:12][cH:13]2)[cH:7]1.[O:22]1[CH2:23][CH2:24][CH:25]([C:28](=[O:29])[OH:30])[CH2:26][CH2:27]1>>[NH:1]([c:2]1[cH:3][cH:4][c:5]([CH3:21])[c:6](-[c:8]2[cH:9][cH:10][c:11]([C:14](=[O:15])[NH:16][CH2:17][CH:18]3[CH2:19][CH2:20]3)[cH:12][cH:13]2)[cH:7]1)[C:28]([CH:25]1[CH2:24][CH2:23][O:22][CH2:27][CH2:26]1)=[O:29]. Reactants: C(C)(=O)O[BH-](OC(C)=O)OC(C)=O.[Na+] (sodium triacetoxyborohydride), CNC (Dimethylamine), solution, CC(COC1=CC(=C(C(=C1)C)C1=C2CC[C@H](C2=C(C=C1)F)OC1=CC2=C([C@@H](CO2)CC(=O)OC)C=C1)C)(C=O)C (methyl 2-((S)-6-((R)-4-(4-(2,2-dimethyl-3-oxopropoxy)-2,6-dimethylphenyl)-7-fluoro-2,3-dihydro-1H-inden-1-yloxy)-2,3-dihydrobenzofuran-3-yl)acetate), C(C)(=O)O (acetic acid). Solvent: ClCCl (dichloromethane), O1CCCC1 (tetrahydrofuran), ClCCCl (1,2-dichloroethane). Reaction conditions: time 20 minute. Yields the product CN(CC(COC1=CC(=C(C(=C1)C)C1=C2CC[C@H](C2=C(C=C1)F)OC1=CC2=C([C@@H](CO2)CC(=O)OC)C=C1)C)(C)C)C (Methyl 2-((S)-6-((R)-4-(4-(3-(dimethylamino)-2,2-dimethylpropoxy)-2,6-dimethylphenyl)-7-fluoro-2,3-dihydro-1H-inden-1-yloxy)-2,3-dihydrobenzofuran-3-yl)acetate). As a reaction SMILES: [CH3:1][NH:2][CH3:3].[CH3:4][C:5]([CH3:43])([CH:41]=O)[CH2:6][O:7][C:8]1[CH:13]=[C:12]([CH3:14])[C:11]([C:15]2[CH:23]=[CH:22][C:21]([F:24])=[C:20]3[C:16]=2[CH2:17][CH2:18][C@H:19]3[O:25][C:26]2[CH:39]=[CH:38][C:29]3[C@H:30]([CH2:33][C:34]([O:36][CH3:37])=[O:35])[CH2:31][O:32][C:28]=3[CH:27]=2)=[C:10]([CH3:40])[CH:9]=1.C(O)(=O)C.C(O[BH-](OC(=O)C)OC(=O)C)(=O)C.[Na+]>O1CCCC1.ClCCCl.ClCCl>[CH3:1][N:2]([CH3:3])[CH2:41][C:5]([CH3:43])([CH3:4])[CH2:6][O:7][C:8]1[CH:13]=[C:12]([CH3:14])[C:11]([C:15]2[CH:23]=[CH:22][C:21]([F:24])=[C:20]3[C:16]=2[CH2:17][CH2:18][C@H:19]3[O:25][C:26]2[CH:39]=[CH:38][C:29]3[C@H:30]([CH2:33][C:34]([O:36][CH3:37])=[O:35])[CH2:31][O:32][C:28]=3[CH:27]=2)=[C:10]([CH3:40])[CH:9]=1 |f:3.4|. Procedure details: Dimethylamine (95 μL of a 2 M solution in tetrahydrofuran) is added to a solution of methyl 2-((S)-6-((R)-4-(4-(2,2-dimethyl-3-oxopropoxy)-2,6-dimethylphenyl)-7-fluoro-2,3-dihydro-1H-inden-1-yloxy)-2,3-dihydrobenzofuran-3-yl)acetate (83 mg) and acetic acid (13 μL) in 1,2-dichloroethane (2 mL). The mixture is stirred for 20 minutes and then treated with sodium triacetoxyborohydride (130 mg). After stirring for 12 hours the mixture is diluted with dichloromethane, washed with water and brine, drie... Reactants: O=C(Oc1ccccc1)Oc1ccccc1, CN(C)C=O, ClCCl, Cl, [H-], Cn1cc(Cl)nc(N)c1=O, [Na+], C1CCOC1. Product: Cn1cc(Cl)nc(NC(=O)Oc2ccccc2)c1=O. As a reaction SMILES: [C:13]([O:14][c:15]1[cH:16][cH:17][cH:18][cH:19][cH:20]1)([O:21][c:23]1[cH:24][cH:25][cH:26][cH:27][cH:28]1)=[O:22].[CH3:30][N:31]([CH3:32])[CH:33]=[O:34].[Cl:40][CH2:41][Cl:42].[ClH:29].[H-:11].[NH2:1][c:2]1[c:3](=[O:10])[n:4]([CH3:9])[cH:5][c:6]([Cl:8])[n:7]1.[Na+:12].[O:35]1[CH2:36][CH2:37][CH2:38][CH2:39]1>>[NH:1]([c:2]1[c:3](=[O:10])[n:4]([CH3:9])[cH:5][c:6]([Cl:8])[n:7]1)[C:13]([O:14][c:15]1[cH:16][cH:17][cH:18][cH:19][cH:20]1)=[O:21].